This data is from the Open Reaction Database (ORD), a public repository of structured organic reaction records. The task is: describe an organic reaction: reactants, conditions, products, and yield As a reaction SMILES: [C:1]([C:5]1([CH2:20][NH:21][C:22](=[O:24])[CH3:23])[CH:14]=[C:13]2[C:8]([CH2:9][CH2:10][CH2:11][CH2:12]2)=CC1C(C)C([O-])=O)(=[O:4])[CH2:2]C.[Cl-].[Al+3].[Cl-].[Cl-]>C(Cl)Cl>[C:1]([C:2]1[C:12]2[CH2:11][CH2:10][CH2:9][CH2:8][C:13]=2[CH:14]=[C:5]([CH2:20][NH:21][C:22](=[O:24])[CH3:23])[C:1]=1[OH:4])(=[O:4])[CH2:5][CH3:14] |f:1.2.3.4|. Conditions: temperature 100 celsius. Isolated yield 106.6%. The reactants are C(CC)(=O)C1(C(C=C2CCCCC2=C1)C(C(=O)[O-])C)CNC(C)=O (3-propionyl-3-acetylaminomethyl-5,6,7,8-tetrahydro-2-naphthylpropionate), [Cl-].[Al+3].[Cl-].[Cl-] (aluminum chloride). Solvent: C(Cl)Cl (methylene chloride). Product: C(CC)(=O)C1=C(C(=CC=2CCCCC12)CNC(C)=O)O (1-Propionyl-3-acetylaminomethyl-5,6,7,8-tetrahydro-2-naphthol). Procedure: 1.45 g of 3-propionyl-3-acetylaminomethyl-5,6,7,8-tetrahydro-2-naphthylpropionate was dissolved in 5 ml of methylene chloride and 2.0 g of aluminum chloride was added to the solution. After a homogeneous solution was formed, methylene chloride was distilled off from the reaction system while raising temperature and solution was heated at 100° C. for 10 minutes. After allowing the solution to cool, water was added thereto, and the mixture was extracted with ethyl acetate. The ethyl acetate layer ... The reactants are C1CCOC1, CC(=O)OC(C)=O, NC1CCC(Nc2cc(-c3cncc(NCC4CCOCC4)n3)c(Cl)cn2)CC1, ClCCl. Yields the product CC(=O)NC1CCC(Nc2cc(-c3cncc(NCC4CCOCC4)n3)c(Cl)cn2)CC1. RXN SMILES: [CH2:40]1[O:41][CH2:42][CH2:43][CH2:44]1.[CH3:33][C:34](=[O:35])[O:36][C:37](=[O:38])[CH3:39].[Cl:1][c:2]1[c:3](-[c:16]2[n:17][c:18]([NH:22][CH2:23][CH:24]3[CH2:25][CH2:26][O:27][CH2:28][CH2:29]3)[cH:19][n:20][cH:21]2)[cH:4][c:5]([NH:8][CH:9]2[CH2:10][CH2:11][CH:12]([NH2:15])[CH2:13][CH2:14]2)[n:6][cH:7]1.[Cl:30][CH2:31][Cl:32]>>[Cl:1][c:2]1[c:3](-[c:16]2[n:17][c:18]([NH:22][CH2:23][CH:24]3[CH2:25][CH2:26][O:27][CH2:28][CH2:29]3)[cH:19][n:20][cH:21]2)[cH:4][c:5]([NH:8][CH:9]2[CH2:10][CH2:11][CH:12]([NH:15][C:34]([CH3:33])=[O:35])[CH2:13][CH2:14]2)[n:6][cH:7]1. The reactants are CC(=O)N1c2ccc(NC(=O)c3ccccc3O)cc2C(C)(c2ccccc2)CC1(C)C, Cc1cc(C(=O)Cl)no1, CCN(C(C)C)C(C)C, C1CCOC1. Yields the product CC(=O)N1c2ccc(NC(=O)c3ccccc3OC(=O)c3cc(C)on3)cc2C(C)(c2ccccc2)CC1(C)C. RXN SMILES: [C:1]([CH3:2])(=[O:3])[N:4]1[C:5]([CH3:31])([CH3:32])[CH2:6][C:7]([CH3:24])([c:25]2[cH:26][cH:27][cH:28][cH:29][cH:30]2)[c:8]2[cH:9][c:10]([NH:14][C:15]([c:16]3[c:17]([OH:22])[cH:18][cH:19][cH:20][cH:21]3)=[O:23])[cH:11][cH:12][c:13]21.[CH3:33][c:34]1[cH:35][c:36]([C:39](=[O:40])[Cl:41])[n:37][o:38]1.[CH:42]([N:43]([CH2:44][CH3:45])[CH:46]([CH3:47])[CH3:48])([CH3:49])[CH3:50].[O:51]1[CH2:52][CH2:53][CH2:54][CH2:55]1>>[C:1]([CH3:2])(=[O:3])[N:4]1[C:5]([CH3:31])([CH3:32])[CH2:6][C:7]([CH3:24])([c:25]2[cH:26][cH:27][cH:28][cH:29][cH:30]2)[c:8]2[cH:9][c:10]([NH:14][C:15]([c:16]3[c:17]([O:22][C:39]([c:36]4[cH:35][c:34]([CH3:33])[o:38][n:37]4)=[O:40])[cH:18][cH:19][cH:20][cH:21]3)=[O:23])[cH:11][cH:12][c:13]21. The reactants are CC(C)(C)C1CCC(N)CC1, CCN=C=NCCCN(C)C, CN(C)c1ccncc1, CCOC(C)=O, CCOC(=O)C1CCOc2cc(Oc3ccc(C(=O)O)cc3)c(Cl)cc21, Cl, CN(C)C=O. The product is CCOC(=O)C1CCOc2cc(Oc3ccc(C(=O)NC4CCC(C(C)(C)C)CC4)cc3)c(Cl)cc21. As a reaction SMILES: [C:27]([CH3:28])([CH3:29])([CH3:30])[CH:31]1[CH2:32][CH2:33][CH:34]([NH2:37])[CH2:35][CH2:36]1.[CH2:39]([N:40]=[C:41]=[N:42][CH2:43][CH2:44][CH2:45][N:46]([CH3:47])[CH3:48])[CH3:49].[CH3:50][N:51]([CH3:52])[c:53]1[cH:54][cH:55][n:56][cH:57][cH:58]1.[CH3:64][CH2:65][O:66][C:67]([CH3:68])=[O:69].[Cl:1][c:2]1[cH:3][c:4]2[c:9]([cH:10][c:11]1[O:12][c:13]1[cH:14][cH:15][c:16]([C:17](=[O:18])[OH:19])[cH:20][cH:21]1)[O:8][CH2:7][CH2:6][CH:5]2[C:22](=[O:23])[O:24][CH2:25][CH3:26].[ClH:38].[O:59]=[CH:60][N:61]([CH3:62])[CH3:63]>>[Cl:1][c:2]1[cH:3][c:4]2[c:9]([cH:10][c:11]1[O:12][c:13]1[cH:14][cH:15][c:16]([C:17](=[O:19])[NH:37][CH:34]3[CH2:33][CH2:32][CH:31]([C:27]([CH3:28])([CH3:29])[CH3:30])[CH2:36][CH2:35]3)[cH:20][cH:21]1)[O:8][CH2:7][CH2:6][CH:5]2[C:22](=[O:23])[O:24][CH2:25][CH3:26]. The reactants are C[C@@H]1CN(C[C@@H](N1)C)C=1N(C2=NC(=NC(=C2N1)N1CCOCC1)C=1C=NC(=NC1)N)CC(F)(F)F (5-[8-(cis-3,5-Dimethylpiperazin-1-yl)-6-morpholin-4-yl-9-(2,2,2-trifluoroethyl)-9H-purin-2-yl]pyrimidin-2-amine), O1CCCC1 (tetrahydrofuran), CN(C)CCS(=O)(=O)O (1H-benzotriazole-1-carboxyaldehyde), CN(C)CCS(=O)(=O)O (1H-Benzotriazole-1-carboxyaldehyde). Reaction conditions: time 1 day. RXN SMILES: [CH3:1][C@H:2]1[NH:7][C@@H:6]([CH3:8])[CH2:5][N:4]([C:9]2[N:10]([CH2:31][C:32]([F:35])([F:34])[F:33])[C:11]3[C:16]([N:17]=2)=[C:15]([N:18]2[CH2:23][CH2:22][O:21][CH2:20][CH2:19]2)[N:14]=[C:13]([C:24]2[CH:25]=[N:26][C:27]([NH2:30])=[N:28][CH:29]=2)[N:12]=3)[CH2:3]1.[O:36]1CCC[CH2:37]1.CN(CCS(O)(=O)=O)C>C(Cl)Cl>[NH2:30][C:27]1[N:28]=[CH:29][C:24]([C:13]2[N:12]=[C:11]3[C:16]([N:17]=[C:9]([N:4]4[CH2:3][C@@H:2]([CH3:1])[N:7]([CH:37]=[O:36])[C@@H:6]([CH3:8])[CH2:5]4)[N:10]3[CH2:31][C:32]([F:35])([F:34])[F:33])=[C:15]([N:18]3[CH2:23][CH2:22][O:21][CH2:20][CH2:19]3)[N:14]=2)=[CH:25][N:26]=1. Solvent: C(Cl)Cl (methylene chloride). The product is NC1=NC=C(C=N1)C1=NC(=C2N=C(N(C2=N1)CC(F)(F)F)N1C[C@@H](N([C@@H](C1)C)C=O)C)N1CCOCC1 (4-[2-(2-Aminopyrimidin-5-yl)-6-morpholin-4-yl-9-(2,2,2-trifluoroethyl)-9H-purin-8-yl]-cis-2,6-dimethylpiperazine-1-carboaldehyde). Reported procedure: 5-[8-(cis-3,5-Dimethylpiperazin-1-yl)-6-morpholin-4-yl-9-(2,2,2-trifluoroethyl)-9H-purin-2-yl]pyrimidin-2-amine (101.7 mg, 0.21 mmol) were added to a tetrahydrofuran solution (5.0 ml) of 1H-benzotriazole-1-carboxyaldehyde (33.8 mg, 0.21 mmol) at room temperature and the resulting mixture was stirred for 1 day. 1H-Benzotriazole-1-carboxyaldehyde (5.1 mg, 0.03 mmol) was added, the resulting mixture was further stirred for 1 day, and then the reaction mixture was poured into methylene chloride and ... Yield: 91.0%. Reactants: S1C(NC(C1)=O)=O (thiazolidine-2,4-dione), [H-].[Na+] (NaH), BrC(C)Br (dibromoethane). Run in CN(C)C=O (DMF). Reaction conditions: temperature 0 celsius, time 2 hour. Product: BrCCN1C(SCC1=O)=O (3-(2-bromoethyl)thiazolidine-2,4-dione). Isolated yield 392.2%. As a reaction SMILES: [H-].[Na+].[S:3]1[CH2:7][C:6](=[O:8])[NH:5][C:4]1=[O:9].[Br:10][CH:11](Br)[CH3:12]>CN(C=O)C>[Br:10][CH2:11][CH2:12][N:5]1[C:6](=[O:8])[CH2:7][S:3][C:4]1=[O:9] |f:0.1|. Reported procedure: To a 50 ml 3-neck flask, NaH (60% in mineral oil) (0.614 g, 25.6 mmole) was taken in DMF (20 mL) under N2 atmosphere and cooled to 0° C. To this, thiazolidine-2,4-dione (2.0 g, 1.707 mmole) followed by dibromoethane (1.61 mL, 18.78 mmole) were added at 0° C. and the reaction mixture was stirred at room temperature for 2 hrs. After completion of the reaction, ice was added to the reaction mixture and product was extracted with EtOAc. The combined organic layer was washed with water, dried over Na... Starting materials: O=CO, [OH-], [OH-], [Pd+2], c1ccc(CN(Cc2ccccc2)c2nc3c(c4c2ncn4Cc2ccccc2)CCCC3)cc1. Product: Nc1nc2c(c3c1ncn3Cc1ccccc1)CCCC2. As a reaction SMILES: [CH:39]([OH:40])=[O:41].[OH-:36].[OH-:38].[Pd+2:37].[c:1]1([CH2:2][N:8]([CH2:3][c:4]2[cH:5][cH:6][cH:7][cH:29][cH:30]2)[c:9]2[n:10][c:11]3[c:16]([c:17]4[c:18]2[n:19][cH:20][n:21]4[CH2:22][c:23]2[cH:24][cH:25][cH:26][cH:27][cH:28]2)[CH2:15][CH2:14][CH2:13][CH2:12]3)[cH:31][cH:32][cH:33][cH:34][cH:35]1>>[NH2:8][c:9]1[n:10][c:11]2[c:16]([c:17]3[c:18]1[n:19][cH:20][n:21]3[CH2:22][c:23]1[cH:24][cH:25][cH:26][cH:27][cH:28]1)[CH2:15][CH2:14][CH2:13][CH2:12]2.